From a dataset of the Open Reaction Database (ORD), a public repository of structured organic reaction records. describe an organic reaction: reactants, conditions, products, and yield The reactants are CCOC(=N)c1ccc(OC)cc1OCC, CC(C)CCC(N)C(N)c1ccc(Cl)cc1, CCOc1cc(OC)ccc1C1=NC(CC2CCCC2)C(c2ccc(Cl)cc2)N1, Cl. Yields the product CCOc1cc(OC)ccc1C1=NC(CCC(C)C)C(c2ccc(Cl)cc2)N1. RXN SMILES: [CH2:18]([CH3:19])[O:20][c:21]1[c:22]([C:23](=[NH:24])[O:25][CH2:26][CH3:27])[cH:28][cH:29][c:30]([O:32][CH3:33])[cH:31]1.[Cl:1][c:2]1[cH:3][cH:4][c:5]([CH:8]([CH:9]([CH2:10][CH2:11][CH:12]([CH3:13])[CH3:14])[NH2:15])[NH2:16])[cH:6][cH:7]1.[Cl:34][c:35]1[cH:36][cH:37][c:38]([CH:39]2[NH:40][C:41]([c:42]3[cH:43][cH:44][c:45]([O:46][CH3:47])[cH:48][c:49]3[O:50][CH2:51][CH3:52])=[N:53][CH:54]2[CH2:55][CH:56]2[CH2:57][CH2:58][CH2:59][CH2:60]2)[cH:61][cH:62]1.[ClH:17]>>[Cl:1][c:2]1[cH:3][cH:4][c:5]([CH:8]2[CH:9]([CH2:10][CH2:11][CH:12]([CH3:13])[CH3:14])[N:15]=[C:23]([c:22]3[c:21]([O:20][CH2:18][CH3:19])[cH:31][c:30]([O:32][CH3:33])[cH:29][cH:28]3)[NH:16]2)[cH:6][cH:7]1. Starting materials: [N+](=O)([O-])C1=NNC=N1 (3-nitro-1H-1,2,4-triazole), C(C1=CC=CC=C1)(C1=CC=CC=C1)(C1=CC=CC=C1)Cl (trityl chloride), C(C)(C)N(CC)C(C)C (diisopropylethylamine). Solvent: C1CCOC1 (THF). Product: [N+](=O)([O-])C1=NN(C=N1)C(C1=CC=CC=C1)(C1=CC=CC=C1)C1=CC=CC=C1 (3-nitro-1-(triphenylmethyl)-1H-1,2,4-triazole). Isolated yield 92.8%. Reaction SMILES: [N+:1]([C:4]1[N:8]=[CH:7][NH:6][N:5]=1)([O-:3])=[O:2].[C:9](Cl)([C:22]1[CH:27]=[CH:26][CH:25]=[CH:24][CH:23]=1)([C:16]1[CH:21]=[CH:20][CH:19]=[CH:18][CH:17]=1)[C:10]1[CH:15]=[CH:14][CH:13]=[CH:12][CH:11]=1.C(N(C(C)C)CC)(C)C>C1COCC1>[N+:1]([C:4]1[N:8]=[CH:7][N:6]([C:9]([C:10]2[CH:15]=[CH:14][CH:13]=[CH:12][CH:11]=2)([C:22]2[CH:23]=[CH:24][CH:25]=[CH:26][CH:27]=2)[C:16]2[CH:17]=[CH:18][CH:19]=[CH:20][CH:21]=2)[N:5]=1)([O-:3])=[O:2]. Reported procedure: A solution of 3-nitro-1H-1,2,4-triazole (1.00 g, 8.77 mmol), trityl chloride (4.89 g, 17.5 mmol) and diisopropylethylamine (3.05 mL, 17.5 mmol) in THF (50 mL) was stirred at room temperature for 15 hr. The mixture was concentrated under reduced pressure, and the residue was extracted with ethyl acetate and water. The organic layer was washed with saturated brine, dried over sodium sulfate, and concentrated. The residue was purified by silica gel column chromatography (15-30% ethyl acetate/hexane... Reactants: ClC1=CC=C(OC(=O)N([C@@H]2CC[C@H](CC2)CCCCOS(=O)(=O)C)C)C=C1 (trans-Methanesulfonic acid 4-{4-[(4-chloro-phenoxycarbonyl)-methyl-amino]-cyclohexyl}-butyl ester), C(C=C)NC (N-allyl methyl-amine). The solvent is CO (MeOH). The product is ClC1=CC=C(C=C1)OC(N(C)[C@@H]1CC[C@H](CC1)CCCCN(C)CC=C)=O (trans-{4-[4-(Allyl-methyl-amino)-butyl]-cyclohexyl}-methyl-carbamic acid 4-chloro-phenyl ester). The yield is 80.0%. As a reaction SMILES: [Cl:1][C:2]1[CH:27]=[CH:26][C:5]([O:6][C:7]([N:9]([CH3:25])[C@H:10]2[CH2:15][CH2:14][C@H:13]([CH2:16][CH2:17][CH2:18][CH2:19]OS(C)(=O)=O)[CH2:12][CH2:11]2)=[O:8])=[CH:4][CH:3]=1.[CH2:28]([NH:31][CH3:32])[CH:29]=[CH2:30]>CO>[Cl:1][C:2]1[CH:27]=[CH:26][C:5]([O:6][C:7](=[O:8])[N:9]([C@H:10]2[CH2:15][CH2:14][C@H:13]([CH2:16][CH2:17][CH2:18][CH2:19][N:31]([CH2:28][CH:29]=[CH2:30])[CH3:32])[CH2:12][CH2:11]2)[CH3:25])=[CH:4][CH:3]=1. Reported procedure: A solution of 219 mg (0.524 mmol) of trans-Methanesulfonic acid 4-{4-[(4-chloro-phenoxycarbonyl)-methyl-amino]-cyclohexyl}-butyl ester and 0.48 ml of N-allyl methyl-amine in 1 ml of MeOH was stirred over night at RT, and for 2 h under reflux. After concentration of the reaction-mixture in vacuo, the crude product was purified by chromatography over silica gel with EtOAc/H2O/AcOH/Aceton (6:2:1:1) to give 165 mg (80%) of clean trans-{4-[4-(Allyl-methyl-amino)-butyl]-cyclohexyl}-methyl-carbamic aci...